Dataset: the Open Reaction Database (ORD), a public repository of structured organic reaction records. Task: describe an organic reaction: reactants, conditions, products, and yield Starting materials: CCOC(C)=O, O=C1N(C2CCCCC2)CCC12CC(O)CN2Cc1ccc(Cl)cc1, ClCCl, [Na+], [Na+], [Na+], O=S([O-])([O-])=S, O=C([O-])O. Yields the product O=C1CN(Cc2ccc(Cl)cc2)C2(CCN(C3CCCCC3)C2=O)C1. Reaction SMILES: [CH3:41][CH2:42][O:43][C:44](=[O:45])[CH3:46].[Cl:1][c:2]1[cH:3][cH:4][c:5]([CH2:6][N:7]2[CH2:8][CH:9]([OH:23])[CH2:10][C:11]23[C:12](=[O:22])[N:13]([CH:16]2[CH2:17][CH2:18][CH2:19][CH2:20][CH2:21]2)[CH2:14][CH2:15]3)[cH:24][cH:25]1.[Cl:26][CH2:27][Cl:28].[Na+:29].[Na+:30].[Na+:40].[O-:31][S:32]([O-:33])(=[S:34])=[O:35].[O-:36][C:37]([OH:38])=[O:39]>>[Cl:1][c:2]1[cH:3][cH:4][c:5]([CH2:6][N:7]2[CH2:8][C:9](=[O:23])[CH2:10][C:11]23[C:12](=[O:22])[N:13]([CH:16]2[CH2:17][CH2:18][CH2:19][CH2:20][CH2:21]2)[CH2:14][CH2:15]3)[cH:24][cH:25]1. Starting materials: C1COCCO1, CC(NS(=O)C(C)(C)C)c1ccc(C(F)(F)F)nc1, Cl. The product is CC(N)c1ccc(C(F)(F)F)nc1. RXN SMILES: [CH2:21]1[O:22][CH2:23][CH2:24][O:25][CH2:26]1.[CH3:1][C:2]([S:3](=[O:4])[NH:7][CH:8]([CH3:9])[c:10]1[cH:11][n:12][c:13]([C:16]([F:17])([F:18])[F:19])[cH:14][cH:15]1)([CH3:5])[CH3:6].[ClH:20]>>[NH2:7][CH:8]([CH3:9])[c:10]1[cH:11][n:12][c:13]([C:16]([F:17])([F:18])[F:19])[cH:14][cH:15]1. Starting materials: BrC1=CC(=C(N)C(=C1)F)Cl (4-bromo-2-chloro-6-fluoroaniline), C(CC)OC=1C=C(C=CC1)B(O)O (3-propoxyphenylboronic acid). Yields the product ClC=1C=C(C=C(C1N)F)C1=CC(=CC=C1)OCCC (3-chloro-5-fluoro-3′-propoxybiphenyl-4-amine). Yield: 44.4%. Reaction SMILES: Br[C:2]1[CH:8]=[C:7]([F:9])[C:5]([NH2:6])=[C:4]([Cl:10])[CH:3]=1.[CH2:11]([O:14][C:15]1[CH:16]=[C:17](B(O)O)[CH:18]=[CH:19][CH:20]=1)[CH2:12][CH3:13]>>[Cl:10][C:4]1[CH:3]=[C:2]([C:19]2[CH:18]=[CH:17][CH:16]=[C:15]([O:14][CH2:11][CH2:12][CH3:13])[CH:20]=2)[CH:8]=[C:7]([F:9])[C:5]=1[NH2:6]. Procedure details: The title compound (0.273 g) was prepared from 4-bromo-2-chloro-6-fluoroaniline (0.5 g, 2.2 mmol) and 3-propoxyphenylboronic acid (0.521 g, 2.9 mmol) as a yellow liquid. 1H-NMR (δ ppm, DMSO-d6, 400 MHz): 7.44-7.39 (m, 3H), 7.27 (t, J 7.9, 1H), 7.16-7.10 (m, 2H), 5.51 (s, 2H), 3.97 (t, J 6.5, 2H), 1.75-1.70 (m, 2H), 0.98 (t, J 7.9, 3H). Reactants: Cl.C(C)(C)OC1=C(C=CC=C1)N1CCNCCC1 (1-(2-isopropoxyphenyl)-1,4-diazepane hydrochloride), C(=O)([O-])[O-].[K+].[K+] (K2CO3), ClC1=C(C=CC=C1Cl)N1CCN(CCC1)CCCOC1=CC=C2C=CC(NC2=C1)=O (7-(3-(4-(2,3-dichlorophenyl)-1,4-diazepan-1-yl)propoxy)quinolin-2(1H)-one), [Na+].[I-] (NaI). Run in CC#N (CH3CN), O (water). Run at time 8 hour. The product is C(C)(C)OC1=C(C=CC=C1)N1CCN(CCC1)CCCCOC1=CC=C2C=CC(NC2=C1)=O (7-(4-(4-(2-isopropoxyphenyl)-1,4-diazepan-1-yl)butoxy)quinolin-2(1H)-one). Isolated yield 62.4%. As a reaction SMILES: ClC1C(Cl)=CC=CC=1N1CCCN([CH2:16][CH2:17][CH2:18][O:19][C:20]2[CH:29]=[C:28]3[C:23]([CH:24]=[CH:25][C:26](=[O:30])[NH:27]3)=[CH:22][CH:21]=2)CC1.[Na+].[I-].Cl.[CH:34]([O:37][C:38]1[CH:43]=[CH:42][CH:41]=[CH:40][C:39]=1[N:44]1[CH2:50][CH2:49][CH2:48][NH:47][CH2:46][CH2:45]1)([CH3:36])[CH3:35].[C:51]([O-])([O-])=O.[K+].[K+]>CC#N.O>[CH:34]([O:37][C:38]1[CH:43]=[CH:42][CH:41]=[CH:40][C:39]=1[N:44]1[CH2:50][CH2:49][CH2:48][N:47]([CH2:51][CH2:16][CH2:17][CH2:18][O:19][C:20]2[CH:29]=[C:28]3[C:23]([CH:24]=[CH:25][C:26](=[O:30])[NH:27]3)=[CH:22][CH:21]=2)[CH2:46][CH2:45]1)([CH3:36])[CH3:35] |f:1.2,3.4,5.6.7|. Reported procedure: A mixture of intermediate 15 (120 mg, 0.41 mmol) and NaI (123 mg, 0.82 mmol) in CH3CN was heated to reflux for 30 min and then cooled to rt. Intermediate 34 (111 mg, 0.41 mmol) and anhydrous K2CO3 (226 mg, 1.64 mmol) were added to the mixture. The resulting mixture was heated to reflux and stirred overnight. The reaction solution was diluted with water and extracted with EtOAc. The combined EtOAc layers were washed with brine, dried over anhydrous Na2SO4, concentrated in vacuo and purified by fl...